Dataset: the Open Reaction Database (ORD), a public repository of structured organic reaction records. Task: describe an organic reaction: reactants, conditions, products, and yield Starting materials: BrC=1C=C(C(=CC1)N)N (4-bromobenzene-1,2-diamine), FCC(=O)O (fluoroacetic acid), ClC(=O)OCC(C)C (isobutyl chloroformate). Procedure: Synthesized according to the method of reagent preparation 19 using 4-bromobenzene-1,2-diamine and fluoroacetic acid in step 1 then treatment with isobutyl chloroformate in step 3. MS (EI) for C13H14BrFN2O2: 330 (MH+). The product is BrC1=CC2=C(N(C(=N2)CF)C(=O)OCC(C)C)C=C1 (2-Methylpropyl 5-bromo-2-(fluoromethyl)-1H-benzimidazole-1-carboxylate). RXN SMILES: [Br:1][C:2]1[CH:3]=[C:4]([NH2:9])[C:5]([NH2:8])=[CH:6][CH:7]=1.[F:10][CH2:11][C:12](O)=O.Cl[C:16]([O:18][CH2:19][CH:20]([CH3:22])[CH3:21])=[O:17]>>[Br:1][C:2]1[CH:7]=[CH:6][C:5]2[N:8]([C:16]([O:18][CH2:19][CH:20]([CH3:22])[CH3:21])=[O:17])[C:12]([CH2:11][F:10])=[N:9][C:4]=2[CH:3]=1.